describe an organic reaction: reactants, conditions, products, and yield From a dataset of the Open Reaction Database (ORD), a public repository of structured organic reaction records. Reaction SMILES: C[O:2][C:3](=[O:18])[CH2:4][CH2:5][C:6](=[O:17])[NH:7][CH2:8][CH2:9][CH2:10][N:11]1[CH2:15][CH2:14][CH2:13][C:12]1=[O:16].[OH-].[Na+]>CO>[O:17]=[C:6]([NH:7][CH2:8][CH2:9][CH2:10][N:11]1[CH2:15][CH2:14][CH2:13][C:12]1=[O:16])[CH2:5][CH2:4][C:3]([OH:18])=[O:2] |f:1.2|. Reactants: COC(CCC(NCCCN1C(CCC1)=O)=O)=O (4-oxo-4-[3-(2-oxo-1-pyrrolidinyl)propylamino]butyric acid methyl ester), [OH-].[Na+] (sodium hydroxide). Run in CO (methanol). Reported procedure: To a solution of 4-oxo-4-[3-(2-oxo-1-pyrrolidinyl)propylamino]butyric acid methyl ester (900 mg) in methanol (10 ml) was added 2N sodium hydroxide (3 ml) under ice-cooling and the mixture was stirred at room temperature for 4 hours. The reaction mixture was concentrated, and the residue was dissolved in water and washed with ether. The aqueous layer was adjusted to pH 5 with 1N hydrochloric acid, and concentrated to dryness. Chloroform was added to the residue and the insoluble materials were fi... Yields the product O=C(CCC(=O)O)NCCCN1C(CCC1)=O (4-oxo-4-[3-(2-oxo-1-pyrrolidinyl)propylamino]butyric acid). Run at time 4 hour. Isolated yield 99.9%. The reactants are COC(=O)c1ccc(OCCCON=Cc2ccc(C(C)(C)C)cc2)cc1NC(=O)c1cc(C(F)(F)F)cc(C(F)(F)F)c1, CCO, [Na+], [OH-], O. The product is CC(C)(C)c1ccc(C=NOCCCOc2ccc(C(=O)O)c(NC(=O)c3cc(C(F)(F)F)cc(C(F)(F)F)c3)c2)cc1. As a reaction SMILES: [CH3:1][O:2][C:3]([c:4]1[c:5]([NH:27][C:28]([c:29]2[cH:30][c:31]([C:39]([F:40])([F:41])[F:42])[cH:32][c:33]([C:35]([F:36])([F:37])[F:38])[cH:34]2)=[O:43])[cH:6][c:7]([O:10][CH2:11][CH2:12][CH2:13][O:14][N:15]=[CH:16][c:17]2[cH:18][cH:19][c:20]([C:23]([CH3:24])([CH3:25])[CH3:26])[cH:21][cH:22]2)[cH:8][cH:9]1)=[O:44].[CH3:48][CH2:49][OH:50].[Na+:46].[OH-:45].[OH2:47]>>[O:2]=[C:3]([c:4]1[c:5]([NH:27][C:28]([c:29]2[cH:30][c:31]([C:39]([F:40])([F:41])[F:42])[cH:32][c:33]([C:35]([F:36])([F:37])[F:38])[cH:34]2)=[O:43])[cH:6][c:7]([O:10][CH2:11][CH2:12][CH2:13][O:14][N:15]=[CH:16][c:17]2[cH:18][cH:19][c:20]([C:23]([CH3:24])([CH3:25])[CH3:26])[cH:21][cH:22]2)[cH:8][cH:9]1)[OH:44]. Starting materials: [Na].CC[C@H]([C@@H]1[C@H](C[C@@](O1)(C)[C@]2([C@@H](C[C@@](O2)(CC)[C@H](CC)O)C)O)C)C(=O)[C@@H](C)[C@H]([C@@H](C)[C@@H]3[C@H](C[C@H]([C@@H](O3)CC(=O)OO)C)C)O (sodium lysocellin), Zn(Ac)2, Cl (HCl), [Na].CC[C@H]([C@@H]1[C@H](C[C@@](O1)(C)[C@]2([C@@H](C[C@@](O2)(CC)[C@H](CC)O)C)O)C)C(=O)[C@@H](C)[C@H]([C@@H](C)[C@@H]3[C@H](C[C@H]([C@@H](O3)CC(=O)OO)C)C)O (sodium lysocellin). Reagents/catalysts: O.C(C)(=O)[O-].[Zn+2].C(C)(=O)[O-] (zinc acetate hydrate), O.C(C)(=O)[O-].[Zn+2].C(C)(=O)[O-] (zinc acetate hydrate). The solvent is C(C)O (ethanol), C(C)O (ethanol). The product is CC[C@H]([C@@H]1[C@H](C[C@@](O1)(C)[C@]2([C@@H](C[C@@](O2)(CC)[C@H](CC)O)C)O)C)C(=O)[C@@H](C)[C@H]([C@@H](C)[C@@H]3[C@H](C[C@H]([C@@H](O3)CC(=O)OO)C)C)O (lysocellin). RXN SMILES: [Na].[CH3:2][CH2:3][C@@H:4]([C:25]([C@H:27]([C@@H:29]([OH:45])[C@H:30]([C@H:32]1[O:37][C@@H:36]([CH2:38][C:39]([O:41][OH:42])=[O:40])[C@H:35]([CH3:43])[CH2:34][C@@H:33]1[CH3:44])[CH3:31])[CH3:28])=[O:26])[C@H:5]1[O:9][C@@:8]([C@:11]2([OH:23])[O:15][C@@:14]([C@@H:18]([OH:21])[CH2:19][CH3:20])([CH2:16][CH3:17])[CH2:13][C@H:12]2[CH3:22])([CH3:10])[CH2:7][C@@H:6]1[CH3:24].Cl>O.C([O-])(=O)C.[Zn+2].C([O-])(=O)C.C(O)C>[CH3:2][CH2:3][C@@H:4]([C:25]([C@H:27]([C@@H:29]([OH:45])[C@H:30]([C@H:32]1[O:37][C@@H:36]([CH2:38][C:39]([O:41][OH:42])=[O:40])[C@H:35]([CH3:43])[CH2:34][C@@H:33]1[CH3:44])[CH3:31])[CH3:28])=[O:26])[C@H:5]1[O:9][C@@:8]([C@:11]2([OH:23])[O:15][C@@:14]([C@@H:18]([OH:21])[CH2:19][CH3:20])([CH2:16][CH3:17])[CH2:13][C@H:12]2[CH3:22])([CH3:10])[CH2:7][C@@H:6]1[CH3:24] |f:0.1,3.4.5.6,^1:0|. Reported procedure: 3.9 g sodium lysocellin @ (0.006 moles) and 1.4 g zinc acetate hydrate [Zn(Ac)2 0.2H2O]@ (0.006 mole) were mixed together in 30 ml denatured ethanol (3A). The sodium lysocellin was first suspended in the ethanol and stirred, and the zinc acetate hydrate was added, and the suspension stirred at room temperature until everything was dissolved. The pH was then adjusted to a range of 2-4 with 37% HCl. Stirring was continued for 20-30 minutes until precipitation of a birefringent material started. Pr... Starting materials: N1C=CC=2C(=CC=CC12)C(=O)OC (methyl indole-4-carboxylate), O=P(Cl)(Cl)Cl.CN(C)C=O (POCl3 DMF), [OH-].[Na+] (NaOH), CC(=O)[O-].[Na+] (NaOAc). The solvent is ClC(C)Cl (dichloroethane). Conditions: temperature 50 celsius. Yields the product C(=O)C1=CNC=2C=CC=C(C12)C(=O)OC (methyl 3-formyl-indole-4-carboxylate). As a reaction SMILES: [NH:1]1[C:9]2[CH:8]=[CH:7][CH:6]=[C:5]([C:10]([O:12][CH3:13])=[O:11])[C:4]=2[CH:3]=[CH:2]1.O=P(Cl)(Cl)Cl.CN([CH:22]=[O:23])C.CC([O-])=O.[Na+].[OH-].[Na+]>ClC(Cl)C>[CH:22]([C:3]1[C:4]2[C:5]([C:10]([O:12][CH3:13])=[O:11])=[CH:6][CH:7]=[CH:8][C:9]=2[NH:1][CH:2]=1)=[O:23] |f:1.2,3.4,5.6|. Procedure details: A solution of methyl indole-4-carboxylate (250 mg, 1.43 mmol) in dichloroethane (2 mL) was treated with a solution of POCl3-DMF (1.5 equivalent (eq)) at room temperature (rt). The orange solution was heated at 50° C. for 1 hour. The reaction solution was poured into ice-cold aqueous (aq.) NaOAc (1 g in 2 mL), the aqueous solution was adjusted to pH=8 with 1M NaOH, and extracted with EtOAc (10 mL×3). The organic solution was washed with water and brine, dried (Na2SO4), filtered, and concentrated ... Reactants: C(C)C1=NC2=CC=CC(=C2C=C1)N=CC(CC(C)(C)C1=C(C=CC(=C1)F)OC)(O)C(F)(F)F (1-(2-ethylquinolin-5-ylimino)-4-(5-fluoro-2-methoxyphenyl)-4-methyl-2-(trifluoromethyl)pentan-2-ol), B(Br)(Br)Br (boron tribromide), CO (methanol). Run in ClCCl (dichloromethane). Conditions: time 23 hour. The product is C(C)C1=NC2=CC=CC(=C2C=C1)NCC(CC(C)(C)C1=C(C=CC(=C1)F)O)(O)C(F)(F)F (1-(2-Ethylquinolin-5-ylamino)-4-(5-fluoro-2-hydroxyphenyl)-4-methyl-2-(trifluoromethyl)pentan-2-ol). Reaction SMILES: [CH2:1]([C:3]1[CH:12]=[CH:11][C:10]2[C:5](=[CH:6][CH:7]=[CH:8][C:9]=2[N:13]=[CH:14][C:15]([C:30]([F:33])([F:32])[F:31])([OH:29])[CH2:16][C:17]([C:20]2[CH:25]=[C:24]([F:26])[CH:23]=[CH:22][C:21]=2[O:27]C)([CH3:19])[CH3:18])[N:4]=1)[CH3:2].B(Br)(Br)Br.CO>ClCCl>[CH2:1]([C:3]1[CH:12]=[CH:11][C:10]2[C:5](=[CH:6][CH:7]=[CH:8][C:9]=2[NH:13][CH2:14][C:15]([C:30]([F:31])([F:32])[F:33])([OH:29])[CH2:16][C:17]([C:20]2[CH:25]=[C:24]([F:26])[CH:23]=[CH:22][C:21]=2[OH:27])([CH3:19])[CH3:18])[N:4]=1)[CH3:2]. Procedure: 230 mg (0.49 mmol) of 1-(2-ethylquinolin-5-ylimino)-4-(5-fluoro-2-methoxyphenyl)-4-methyl-2-(trifluoromethyl)pentan-2-ol in 4.5 ml of dichloromethane is mixed at 0° C. with 7.30 ml (7.30 mmol) of a 1 M boron tribromide solution. After 23 hours at room temperature, the reaction is brought to a halt by the addition of 30 ml of methanol. The reaction mixture is allowed to stir for one hour at room temperature, and then the solvent is removed in a vacuum. After chromatography on silica gel with ethy...